This data is from the Open Reaction Database (ORD), a public repository of structured organic reaction records. The task is: describe an organic reaction: reactants, conditions, products, and yield Conditions: temperature -30 celsius, time 1 hour. Reactants: O[C@H](C)[C@@H]1[C@@H]2N(C(=C([C@@H]2C)C2=CN3C(S2)=C(N=C3)COC)C(=O)[O-])C1=O.[Na+] (sodium (1S,5R,6S)-6-((1R)-1-hydroxyethyl)-2-(7-methoxymethylimidazo[5,1-b]thiazol-2-yl)-1-methyl-1-carbapen-2-em-3-carboxylate), C(O)([O-])=O.[Na+] (sodium hydrogen carbonate), C(C(C)(C)C)(=O)OCI (Pivaloyloxymethyl iodide). Product: O[C@H](C)[C@@H]1[C@@H]2N(C(=C([C@@H]2C)C2=CN3C(S2)=C(N=C3)COC)C(=O)OCOC(C(C)(C)C)=O)C1=O (Pivaloyloxymethyl (1S,5R,6S)-6-((1R)-1-hydroxyethyl)-2-(7-methoxymethylimidazo[5,1-b]thiazol-2-yl)-1-methyl-1-carbapen-2-em-3-carboxylate). Procedure: To a solution of 40 mg of sodium (1S,5R,6S)-6-((1R)-1-hydroxyethyl)-2-(7-methoxymethylimidazo[5,1-b]thiazol-2-yl)-1-methyl-1-carbapen-2-em-3-carboxylate in 0.6 ml of DMF was added 4.2 mg of sodium hydrogen carbonate, and the mixture was cooled to −30° C. under the atmosphere of argon. Pivaloyloxymethyl iodide (34 mg) was added, and the mixture was stirred for 1 hour, diluted with 30 ml of ethyl acetate, and washed with 20 ml of saturated aqueous saline and 20 ml of semi-saturated squeous saline.... As a reaction SMILES: [OH:1][C@@H:2]([C@H:4]1[C:25](=[O:26])[N:6]2[C:7]([C:22]([O-:24])=[O:23])=[C:8]([C:11]3[S:15][C:14]4=[C:16]([CH2:19][O:20][CH3:21])[N:17]=[CH:18][N:13]4[CH:12]=3)[C@H:9]([CH3:10])[C@H:5]12)[CH3:3].[Na+].C(=O)([O-])O.[Na+].[C:33]([O:39][CH2:40]I)(=[O:38])[C:34]([CH3:37])([CH3:36])[CH3:35]>CN(C=O)C.C(OCC)(=O)C>[OH:1][C@@H:2]([C@H:4]1[C:25](=[O:26])[N:6]2[C:7]([C:22]([O:24][CH2:40][O:39][C:33](=[O:38])[C:34]([CH3:37])([CH3:36])[CH3:35])=[O:23])=[C:8]([C:11]3[S:15][C:14]4=[C:16]([CH2:19][O:20][CH3:21])[N:17]=[CH:18][N:13]4[CH:12]=3)[C@H:9]([CH3:10])[C@H:5]12)[CH3:3] |f:0.1,2.3|. Run in C(C)(=O)OCC (ethyl acetate), CN(C)C=O (DMF). Reactants: CCN=C=NCCCN(C)C, CCN(C(C)C)C(C)C, Cl, N#Cc1cccc(OC2CCNCC2)c1, CN(C)C=O, O, On1nnc2ccccc21, O=C(O)CNC(=O)c1cn(-c2ccccc2)nn1. Yields the product N#Cc1cccc(OC2CCN(C(=O)CNC(=O)c3cn(-c4ccccc4)nn3)CC2)c1. RXN SMILES: [CH3:38][CH2:39][N:40]=[C:41]=[N:42][CH2:43][CH2:44][CH2:45][N:46]([CH3:47])[CH3:48].[CH:1]([N:2]([CH2:3][CH3:4])[CH:5]([CH3:6])[CH3:7])([CH3:8])[CH3:9].[ClH:49].[NH:50]1[CH2:51][CH2:52][CH:53]([O:56][c:57]2[cH:58][c:59]([C:60]#[N:61])[cH:62][cH:63][cH:64]2)[CH2:54][CH2:55]1.[O:65]=[CH:66][N:67]([CH3:68])[CH3:69].[OH2:70].[OH:28][n:29]1[c:30]2[c:31]([cH:32][cH:33][cH:34][cH:35]2)[n:36][n:37]1.[c:10]1(-[n:16]2[n:17][n:18][c:19]([C:21](=[O:22])[NH:23][CH2:24][C:25](=[O:26])[OH:27])[cH:20]2)[cH:11][cH:12][cH:13][cH:14][cH:15]1>>[c:10]1(-[n:16]2[n:17][n:18][c:19]([C:21](=[O:22])[NH:23][CH2:24][C:25](=[O:27])[N:50]3[CH2:51][CH2:52][CH:53]([O:56][c:57]4[cH:58][c:59]([C:60]#[N:61])[cH:62][cH:63][cH:64]4)[CH2:54][CH2:55]3)[cH:20]2)[cH:11][cH:12][cH:13][cH:14][cH:15]1. Starting materials: 4-Nitrophenylchloroformate, NC1=C(C=C(C(=O)N2CCN(CC2)CC=2C=C(C(=O)NC(C)(C3CC3)C#N)C=CC2)C=C1)F (3-((4-(4-Amino-3-fluorobenzoyl)piperazin-1-yl)methyl)—N-(1-cyano-1-cyclopropyl-ethyl)benzamide), C1(CC1)CN (Cyclopropylmethylamine). Solvent: ClCCl (dichloromethane). Conditions: time 30 minute. Product: C(#N)C(C)(C1CC1)NC(C1=CC(=CC=C1)CN1CCN(CC1)C(C1=CC(=C(C=C1)NC(=O)NCC1CC1)F)=O)=O (N-(1-Cyano-1-cyclopropylethyl)-3-((4-(4-(3-(cyclopropylmethyl)ureido)-3-fluorobenzoyl)-piperazin-1-yl)methyl)benzamide). Yield: 42.0%. RXN SMILES: [NH2:1][C:2]1[CH:32]=[CH:31][C:5]([C:6]([N:8]2[CH2:13][CH2:12][N:11]([CH2:14][C:15]3[CH:16]=[C:17]([CH:28]=[CH:29][CH:30]=3)[C:18]([NH:20][C:21]([C:26]#[N:27])([CH:23]3[CH2:25][CH2:24]3)[CH3:22])=[O:19])[CH2:10][CH2:9]2)=[O:7])=[CH:4][C:3]=1[F:33].C1C([N+]([O-])=O)=CC=C([Cl-][C:44]([O-])=[O:45])C=1.[CH:47]1([CH2:50][NH2:51])[CH2:49][CH2:48]1>ClCCl>[C:26]([C:21]([NH:20][C:18](=[O:19])[C:17]1[CH:28]=[CH:29][CH:30]=[C:15]([CH2:14][N:11]2[CH2:10][CH2:9][N:8]([C:6](=[O:7])[C:5]3[CH:31]=[CH:32][C:2]([NH:1][C:44]([NH:51][CH2:50][CH:47]4[CH2:49][CH2:48]4)=[O:45])=[C:3]([F:33])[CH:4]=3)[CH2:13][CH2:12]2)[CH:16]=1)([CH:23]1[CH2:25][CH2:24]1)[CH3:22])#[N:27]. Procedure: 3-((4-(4-Amino-3-fluorobenzoyl)piperazin-1-yl)methyl)—N-(1-cyano-1-cyclopropyl-ethyl)benzamide (49 mg, 0.109 mmol) was stirred In dichloromethane at room temperature. 4-Nitrophenylchloroformate (22 mg, 0.109 mmol) was added and the reaction mixture stirred for 30 minutes. Cyclopropylmethylamine (23 mg, 0.327 mmol) was added and the reaction allowed to stir for 30 minutes at room temperature. The reaction was concentrated under reduced pressure and the resulting residue purified by silica column ... Reactants: CC1=C(C(=O)O)C=CC(=C1)C(=O)NC1=CC(=CC=C1)C1=NC(=NC2=CC(=C(C=C12)OC)OC)NC (methyl N-[3-(6,7-dimethoxy-2-methylaminoquinazolin-4-yl)phenyl]terephthalamic acid). Solvent: CC(=O)C (acetone). The product is O.CC1=C(C(=O)O)C=CC(=C1)C(=O)NC1=CC(=CC=C1)C1=NC(=NC2=CC(=C(C=C12)OC)OC)NC (methyl N-[3-(6,7-dimethoxy-2-methylaminoquinazolin-4-yl)phenyl]terephthalamic acid hydrate). Reaction SMILES: [CH3:1][C:2]1[CH:10]=[C:9]([C:11]([NH:13][C:14]2[CH:19]=[CH:18][CH:17]=[C:16]([C:20]3[C:29]4[C:24](=[CH:25][C:26]([O:32][CH3:33])=[C:27]([O:30][CH3:31])[CH:28]=4)[N:23]=[C:22]([NH:34][CH3:35])[N:21]=3)[CH:15]=2)=[O:12])[CH:8]=[CH:7][C:3]=1[C:4]([OH:6])=[O:5]>CC(C)=O>[OH2:5].[CH3:1][C:2]1[CH:10]=[C:9]([C:11]([NH:13][C:14]2[CH:19]=[CH:18][CH:17]=[C:16]([C:20]3[C:29]4[C:24](=[CH:25][C:26]([O:32][CH3:33])=[C:27]([O:30][CH3:31])[CH:28]=4)[N:23]=[C:22]([NH:34][CH3:35])[N:21]=3)[CH:15]=2)=[O:12])[CH:8]=[CH:7][C:3]=1[C:4]([OH:6])=[O:5] |f:2.3|. Procedure: The first crystals of methyl N-[3-(6,7-dimethoxy-2-methylaminoquinazolin-4-yl)phenyl]terephthalamic acid hydrate can be produced by dissolving methyl N-[3-(6,7-dimethoxy-2-methylaminoquinazolin-4-yl)phenyl]terephthalamic acid in acetone and precipitating crystals from the solution. More particularly, the first crystals of methyl N-[3-(6,7-dimethoxy-2-methylaminoquinazolin-4-yl)phenyl]terephthalamic acid hydrate can be produced by dissolving methyl N-[3-(6,7-dimethoxy-2-methylaminoquinazolin-4-yl... The reactants are C([O-])([O-])=O.[K+].[K+] (Potassium carbonate), C(C1=CC=CC=C1)OC=1C(=CC2=C(OC(OC2=O)(C)C)C1)Br (7-(benzyloxy)-6-bromo-2,2-dimethyl-4H-1,3-benzodioxin-4-one), resultant mixture. Solvent: CO (methanol). Reaction conditions: time 30 minute. Yields the product C(C1=CC=CC=C1)OC1=CC(=C(C(=O)OC)C=C1Br)OCC (Methyl 4-(benzyloxy)-5-bromo-2-ethoxybenzoate). Yield: 97.9%. As a reaction SMILES: [C:1](=O)([O-])[O-].[K+].[K+].[CH2:7]([O:14][C:15]1[C:16]([Br:28])=[CH:17][C:18]2[C:23](=[O:24])[O:22][C:21]([CH3:26])(C)[O:20][C:19]=2[CH:27]=1)[C:8]1[CH:13]=[CH:12][CH:11]=[CH:10][CH:9]=1>CO>[CH2:7]([O:14][C:15]1[C:16]([Br:28])=[CH:17][C:18]([C:23]([O:22][CH3:1])=[O:24])=[C:19]([O:20][CH2:21][CH3:26])[CH:27]=1)[C:8]1[CH:9]=[CH:10][CH:11]=[CH:12][CH:13]=1 |f:0.1.2|. Procedure: Potassium carbonate (7.57 g) was added to a mixture of 7-(benzyloxy)-6-bromo-2,2-dimethyl-4H-1,3-benzodioxin-4-one (9.95 g) and methanol (50 mL), and the resultant mixture was stirred overnight at room temperature. The reaction mixture was filtered through celite, and then, the solvent was distilled off under reduced pressure. Iodoethane (3.29 mL) was added to a DMF (50 mL) suspension of the obtained residue and potassium carbonate (7.57 g), and the mixture was stirred at room temperature for 30...